describe an organic reaction: reactants, conditions, products, and yield From a dataset of the Open Reaction Database (ORD), a public repository of structured organic reaction records. Reactants: C([C@@H](O)[C@H](O)C(=O)O)(=O)O (D(-)-tartaric acid), NC1CNCC1 ((3RS)-3-aminopyrrolidine). Run in CO (methanol), O (water), CO (methanol). Run at time 8 hour. Yields the product C(=O)(O)[C@@H](O)[C@H](O)C(=O)O.N[C@H]1CNCC1 ((3R)-3-aminopyrrolidine D(-)-tartrate). Isolated yield 25.4%. RXN SMILES: [C:1]([OH:10])(=[O:9])[C@H:2]([C@@H:4]([C:6]([OH:8])=[O:7])[OH:5])[OH:3].[NH2:11][CH:12]1[CH2:16][CH2:15][NH:14][CH2:13]1>O.CO>[C:6]([C@H:4]([C@@H:2]([C:1]([OH:10])=[O:9])[OH:3])[OH:5])([OH:8])=[O:7].[NH2:11][C@@H:12]1[CH2:16][CH2:15][NH:14][CH2:13]1 |f:4.5|. Procedure: D(-)-tartaric acid (17 g) is dissolved in a mixture of water (30 ml) and methanol (120 ml), and to the solution is gradually added (3RS)-3-aminopyrrolidine (19 g), and the mixture is stirred. When exothermic reaction is finished, methanol (60 ml) is added to the mixture, and the mixture is allowed to stand at 0°-2° C. overnight. The precipitated crude (3R)-3-aminopyrrolidine D(-)-tartrate (20.6 g) is taken by filtration. This product is recrystallized from a mixture of methanol-water (2:3) four ... Reactants: [OH-].[Na+] (sodium hydroxide), C=1C=CC(=C(C1)CC(=O)O)NC=2C(=CC=CC2Cl)Cl (Diclofenac), O.O.O.O.O.O.[Cl-].[Sr+2].[Cl-] (strontium chloride hexahydrate). The solvent is O.C(C)O (water ethanol), O (water). Run at time 20 minute. Yields the product [Sr].C=1C=CC(=C(C1)CC(=O)O)NC=2C(=CC=CC2Cl)Cl (Strontium Diclofenac). RXN SMILES: [CH:1]1[CH:2]=[CH:3][C:4]([NH:11][C:12]2[C:13]([Cl:19])=[CH:14][CH:15]=[CH:16][C:17]=2[Cl:18])=[C:5]([CH2:7][C:8]([OH:10])=[O:9])[CH:6]=1.[OH-].[Na+].O.O.O.O.O.O.[Cl-].[Sr+2:29].[Cl-]>O.C(O)C.O>[Sr:29].[CH:1]1[CH:2]=[CH:3][C:4]([NH:11][C:12]2[C:17]([Cl:18])=[CH:16][CH:15]=[CH:14][C:13]=2[Cl:19])=[C:5]([CH2:7][C:8]([OH:10])=[O:9])[CH:6]=1 |f:1.2,3.4.5.6.7.8.9.10.11,12.13,15.16|. Reported procedure: Diclofenac (0.35 g, 1.18 mmol) was dissolved in water/ethanol (30 ml, 50:50 (volume)) containing sodium hydroxide (24 mg, 0.59 mmol). A solution of strontium chloride hexahydrate (0.16 g, 0.59 mmol) in water (3 ml) was added. The mixture was stirred for 20 minutes, and the title compound was isolated by filtration and dried. Yield 0.122 g (15%).